Dataset: the Open Reaction Database (ORD), a public repository of structured organic reaction records. Task: describe an organic reaction: reactants, conditions, products, and yield Reactants: COC(=O)C=1N(S(C2=C(C1O)C=CC1=CC=CC=C12)(=O)=O)C (4-hydroxy-2-methyl-2H-naphtho[2,1-e]-1,2-thiazine-3-carboxylic acid methylester-1,1-dioxide), NC1SC=2C(=N1)CCSC2 (2-amino-5,6-dihydro-7H-thiopyrano[4,3-d]thiazole). Solvent: C=1(C(=CC=CC1)C)C (xylene). Product: N=1C(SC=2C1CCSC2)NC(=O)C=2N(S(C1=C(C2O)C=CC2=CC=CC=C21)(=O)=O)C (N-(5,6-Dihydro-7H-thiopyrano[4,3-d]thiazol-2-yl)-4-hydroxy-2-methyl-2H-naphtho[2,1-e]-1,2-thiazine-3-carboxamide-1,1-dioxide). The yield is 67.0%. Reaction SMILES: C[O:2][C:3]([C:5]1[N:6]([CH3:22])[S:7](=[O:21])(=[O:20])[C:8]2[C:19]3[C:14](=[CH:15][CH:16]=[CH:17][CH:18]=3)[CH:13]=[CH:12][C:9]=2[C:10]=1[OH:11])=O.[NH2:23][CH:24]1[N:28]=[C:27]2[CH2:29][CH2:30][S:31][CH:32]=[C:26]2[S:25]1>C1(C)C(C)=CC=CC=1>[N:28]1[CH:24]([NH:23][C:3]([C:5]2[N:6]([CH3:22])[S:7](=[O:20])(=[O:21])[C:8]3[C:19]4[C:14](=[CH:15][CH:16]=[CH:17][CH:18]=4)[CH:13]=[CH:12][C:9]=3[C:10]=2[OH:11])=[O:2])[S:25][C:26]2[C:27]=1[CH2:29][CH2:30][S:31][CH:32]=2. Reported procedure: N-(5,6-Dihydro-7H-thiopyrano[4,3-d]thiazol-2-yl)-4-hydroxy-2-methyl-2H-naphtho[2,1-e]-1,2-thiazine-3-carboxamide-1,1-dioxide was prepared analogous toExample 22 from 4-hydroxy-2-methyl-2H-naphtho[2,1-e]-1,2-thiazine-3-carboxylic acid methylester-1,1-dioxide and 2-amino-5,6-dihydro-7H-thiopyrano[4,3-d]thiazole. yield: 67% of theory: m.p. 255° C (decomp.; from xylene). Starting materials: C(CC1=CC=CC=C1)C1=CC=C(C(=O)OC(C)(C)C)C=C1 (tert-butyl 4-phenethylbenzoate). Solvent: ClCCl (dichloromethane), FC(C(=O)O)(F)F (trifluoroacetic acid). Reaction conditions: time 0.5 hour. Product: C(CC1=CC=CC=C1)C1=CC=C(C(=O)O)C=C1 (4-phenethylbenzoic acid). The yield is 88.4%. RXN SMILES: [CH2:1]([C:9]1[CH:21]=[CH:20][C:12]([C:13]([O:15]C(C)(C)C)=[O:14])=[CH:11][CH:10]=1)[CH2:2][C:3]1[CH:8]=[CH:7][CH:6]=[CH:5][CH:4]=1>ClCCl.FC(F)(F)C(O)=O>[CH2:1]([C:9]1[CH:10]=[CH:11][C:12]([C:13]([OH:15])=[O:14])=[CH:20][CH:21]=1)[CH2:2][C:3]1[CH:4]=[CH:5][CH:6]=[CH:7][CH:8]=1. Procedure details: To a solution of tert-butyl 4-phenethylbenzoate (50 mg, 0.18 mmol) in dichloromethane (8 mL), trifluoroacetic acid (2 mL) was added. The mixture was stirred 0.5 hour. Once the start material has been consumed, the resultant mixture was concentrated to give 4-phenethylbenzoic acid (36 mg, 90%). The reactants are COC(=O)C(c1ccc(OCc2ccc3ccccc3n2)cc1)C1CCCC1, CO, [Na+], [OH-]. The product is O=C(O)C(c1ccc(OCc2ccc3ccccc3n2)cc1)C1CCCC1. As a reaction SMILES: [CH3:1][O:2][C:3]([CH:4]([c:5]1[cH:6][cH:7][c:8]([O:11][CH2:12][c:13]2[n:14][c:15]3[cH:16][cH:17][cH:18][cH:19][c:20]3[cH:21][cH:22]2)[cH:9][cH:10]1)[CH:23]1[CH2:24][CH2:25][CH2:26][CH2:27]1)=[O:28].[CH3:31][OH:32].[Na+:30].[OH-:29]>>[O:2]=[C:3]([CH:4]([c:5]1[cH:6][cH:7][c:8]([O:11][CH2:12][c:13]2[n:14][c:15]3[cH:16][cH:17][cH:18][cH:19][c:20]3[cH:21][cH:22]2)[cH:9][cH:10]1)[CH:23]1[CH2:24][CH2:25][CH2:26][CH2:27]1)[OH:28].